From a dataset of the Open Reaction Database (ORD), a public repository of structured organic reaction records. describe an organic reaction: reactants, conditions, products, and yield The reactants are COCCOc1cc(N)c(Cl)cc1C(=O)OC, CCO, [Na+], [OH-], O. Product: COCCOc1cc(N)c(Cl)cc1C(=O)O. As a reaction SMILES: [CH3:1][O:2][C:3]([c:4]1[c:5]([O:12][CH2:13][CH2:14][O:15][CH3:16])[cH:6][c:7]([NH2:11])[c:8]([Cl:10])[cH:9]1)=[O:17].[CH3:21][CH2:22][OH:23].[Na+:19].[OH-:18].[OH2:20]>>[O:2]=[C:3]([c:4]1[c:5]([O:12][CH2:13][CH2:14][O:15][CH3:16])[cH:6][c:7]([NH2:11])[c:8]([Cl:10])[cH:9]1)[OH:17]. The reactants are C(C)OC(C(C1SC2=C(NC1=O)C=CC=C2)O)=O (hydroxy-(3-oxo-3,4-dihydro-2H-benzo[1,4]thiazin-2-yl)-acetic acid ethyl ester), [OH-].[Na+] (NaOH), O (Water). The solvent is CCO (EtOH). Reaction conditions: time 1 hour. Yields the product crude product, OC(C(=O)O)C1SC2=C(NC1=O)C=CC=C2 (hydroxy-(3-oxo-3,4-dihydro-2H-benzo[1,4]thiazin-2-yl)-acetic acid). Yield: 76.0%. RXN SMILES: C([O:3][C:4](=[O:18])[CH:5]([OH:17])[CH:6]1[C:11](=[O:12])[NH:10][C:9]2[CH:13]=[CH:14][CH:15]=[CH:16][C:8]=2[S:7]1)C.[OH-].[Na+].O>CCO>[OH:17][CH:5]([CH:6]1[C:11](=[O:12])[NH:10][C:9]2[CH:13]=[CH:14][CH:15]=[CH:16][C:8]=2[S:7]1)[C:4]([OH:18])=[O:3] |f:1.2|. Procedure: To a solution of hydroxy-(3-oxo-3,4-dihydro-2H-benzo[1,4]thiazin-2-yl)-acetic acid ethyl ester (1.12 mmol) in 5 mL of EtOH is added NaOH (1N) (2.24 mmol) and the mixture is stirred at room temperature for 1 hour. Water (20 ml) is added into the mixture followed by extraction (EtOAc, 3×10 mL). The aqueous layer is then treated with HCl (1N) (2.5 mL) and extracted with EtOAc (3×30 mL). The combined extracts are washed with brine and dried over MgSO4. After filtering off the drying agent, the solut... Starting materials: Cc1ccc(N)cc1Nc1nccc(-c2cccnc2)n1, Cc1cc(C(=O)Cl)ccc1CN1CCN(C)CC1, Cc1ccc(N)cc1Nc1nccc(-c2ccc(Cl)nc2)n1, Cl, Cl. The product is Cc1cc(C(=O)Nc2ccc(C)c(Nc3nccc(-c4cccnc4)n3)c2)ccc1CN1CCN(C)CC1. Reaction SMILES: [CH3:1][c:2]1[c:3]([NH:9][c:10]2[n:11][cH:12][cH:13][c:14](-[c:16]3[cH:17][n:18][cH:19][cH:20][cH:21]3)[n:15]2)[cH:4][c:5]([NH2:6])[cH:7][cH:8]1.[CH3:46][c:47]1[cH:48][c:49]([C:50](=[O:51])[Cl:52])[cH:53][cH:54][c:55]1[CH2:56][N:57]1[CH2:58][CH2:59][N:60]([CH3:63])[CH2:61][CH2:62]1.[Cl:22][c:23]1[n:24][cH:25][c:26](-[c:27]2[cH:28][cH:29][n:30][c:31]([NH:32][c:33]3[cH:34][c:35]([NH2:40])[cH:36][cH:37][c:38]3[CH3:39])[n:41]2)[cH:42][cH:43]1.[ClH:44].[ClH:45]>>[CH3:1][c:2]1[c:3]([NH:9][c:10]2[n:11][cH:12][cH:13][c:14](-[c:16]3[cH:17][n:18][cH:19][cH:20][cH:21]3)[n:15]2)[cH:4][c:5]([NH:6][C:50]([c:49]2[cH:48][c:47]([CH3:46])[c:55]([CH2:56][N:57]3[CH2:58][CH2:59][N:60]([CH3:63])[CH2:61][CH2:62]3)[cH:54][cH:53]2)=[O:51])[cH:7][cH:8]1. Starting materials: CC1(OCCO1)C1=CC=C(O1)CN1N=C(C=C1)N (1-[5-(2-methyl-[1,3]dioxolan-2-yl)-furan-2-ylmethyl]-1H-pyrazol-3-ylamine), C(#N)C=1C=C(C=CC1)C1=C(N=CO1)C(=O)O (5-(3-cyano-phenyl)-oxazole-4-carboxylic acid). Product: C(C)(=O)C1=CC=C(O1)CN1N=C(C=C1)NC(=O)C=1N=COC1C1=CC(=CC=C1)C#N (5-(3-Cyano-phenyl)-oxazole-4-carboxylic acid [1-(5-acetyl-furan-2-ylmethyl)-1H-pyrazol-3-yl]-amide). RXN SMILES: [CH3:1][C:2]1([C:7]2[O:11][C:10]([CH2:12][N:13]3[CH:17]=[CH:16][C:15]([NH2:18])=[N:14]3)=[CH:9][CH:8]=2)[O:6]CCO1.[C:19]([C:21]1[CH:22]=[C:23]([C:27]2[O:31][CH:30]=[N:29][C:28]=2[C:32](O)=[O:33])[CH:24]=[CH:25][CH:26]=1)#[N:20]>>[C:2]([C:7]1[O:11][C:10]([CH2:12][N:13]2[CH:17]=[CH:16][C:15]([NH:18][C:32]([C:28]3[N:29]=[CH:30][O:31][C:27]=3[C:23]3[CH:24]=[CH:25][CH:26]=[C:21]([C:19]#[N:20])[CH:22]=3)=[O:33])=[N:14]2)=[CH:9][CH:8]=1)(=[O:6])[CH3:1]. Procedure details: Following general procedure B followed by C, starting from 1-[5-(2-methyl-[1,3]dioxolan-2-yl)-furan-2-ylmethyl]-1H-pyrazol-3-ylamine and 5-(3-cyano-phenyl)-oxazole-4-carboxylic acid. LC-MS-conditions 02: tR=0.97 min; [M+H]+=402.37. Reactants: CS(=O)(=O)Cl, ClCCl, NN1CCOCC1. Yields the product CS(=O)(=O)NN1CCOCC1. RXN SMILES: [CH3:1][S:2]([Cl:3])(=[O:4])=[O:5].[Cl:13][CH2:14][Cl:15].[O:6]1[CH2:7][CH2:8][N:9]([NH2:12])[CH2:10][CH2:11]1>>[CH3:1][S:2](=[O:4])(=[O:5])[NH:12][N:9]1[CH2:8][CH2:7][O:6][CH2:11][CH2:10]1.